This data is from the Open Reaction Database (ORD), a public repository of structured organic reaction records. The task is: describe an organic reaction: reactants, conditions, products, and yield Product: CC1=CC(=CC2=C1NC(=N2)C(F)(F)F)O (7-methyl-2-(trifluoromethyl)-1H-benzo[d]imidazol-5-ol). Reaction SMILES: [NH2:1][C:2]1[CH:3]=[C:4]([OH:10])[CH:5]=[C:6]([CH3:9])[C:7]=1[NH2:8].[F:11][C:12]([F:17])([F:16])[C:13](O)=O.[OH-].[Na+]>>[CH3:9][C:6]1[C:7]2[NH:8][C:13]([C:12]([F:17])([F:16])[F:11])=[N:1][C:2]=2[CH:3]=[C:4]([OH:10])[CH:5]=1 |f:2.3|. Procedure: 0.20 g (1.45 mmol) 3,4-diamino-5-methylphenol were stirred together with 1 mL (13.07 mmol) trifluoroacetic acid for 1 h at 100° C. The reaction mixture was cooled and purified by chromatography. The fractions containing product were combined and evaporated down i.vac. to leave the aqueous residue. This was neutralised with an aqueous 1M NaOH solution and extracted with ethyl acetate. The organic phase was evaporated down i.vac. Starting materials: NC=1C=C(C=C(C1N)C)O (3,4-diamino-5-methylphenol), FC(C(=O)O)(F)F (trifluoroacetic acid), [OH-].[Na+] (NaOH). Reactants: C(#N)C1(CC1)NC(=O)[C@@H]1[C@H](C[C@H](C1)S(=O)(=O)C1=C(C=C(C=C1)Br)C(F)(F)F)OC ((1S,2S,4S)-4-(4-Bromo-2-trifluoromethyl-benzenesulfonyl)-2-methoxy-cyclopentanecarboxylic acid (1-cyano-cyclopropyl)-amide), FC1=C(C=CC(=C1)F)B(O)O (2.4-difluorophenylboronic acid), C(=O)([O-])[O-].[Na+].[Na+] (Na2CO3), [1,1′-bis(diphenyl-phosphino)ferrocene]palladium(II) chloride, C(Cl)Cl (DCM), C(=O)(O)[O-].[Na+] (NaHCO3). The solvent is CN(C)C=O (DMF), O (water). Reaction conditions: temperature 80 celsius. Product: C(#N)C1(CC1)NC(=O)[C@@H]1[C@H](C[C@H](C1)S(=O)(=O)C1=C(C=C(C=C1)C1=C(C=C(C=C1)F)F)C(F)(F)F)OC ((1S,2S,4S)-4-(2′,4′-Difluoro-3-trifluoromethyl-biphenyl-4-sulfonyl)-2-methoxy-cyclopentanecarboxylic acid (1-cyano-cyclopropyl)-amide). Yield: 84.3%. As a reaction SMILES: [C:1]([C:3]1([NH:6][C:7]([C@H:9]2[CH2:13][C@H:12]([S:14]([C:17]3[CH:22]=[CH:21][C:20](Br)=[CH:19][C:18]=3[C:24]([F:27])([F:26])[F:25])(=[O:16])=[O:15])[CH2:11][C@@H:10]2[O:28][CH3:29])=[O:8])[CH2:5][CH2:4]1)#[N:2].[F:30][C:31]1[CH:36]=[C:35]([F:37])[CH:34]=[CH:33][C:32]=1B(O)O.C([O-])([O-])=O.[Na+].[Na+].C(Cl)Cl.C([O-])(O)=O.[Na+]>CN(C=O)C.O>[C:1]([C:3]1([NH:6][C:7]([C@H:9]2[CH2:13][C@H:12]([S:14]([C:17]3[CH:22]=[CH:21][C:20]([C:34]4[CH:33]=[CH:32][C:31]([F:30])=[CH:36][C:35]=4[F:37])=[CH:19][C:18]=3[C:24]([F:27])([F:26])[F:25])(=[O:16])=[O:15])[CH2:11][C@@H:10]2[O:28][CH3:29])=[O:8])[CH2:5][CH2:4]1)#[N:2] |f:2.3.4,6.7|. Reported procedure: Argon was bubbled through a mixture of (1R,2R,4R) and (1S,2S,4S)-4-(4-bromo-2-trifluoromethyl-benzenesulfonyl)-2-methoxy-cyclopentanecarboxylic acid (1-cyano-cyclopropyl)-amide (30 mg, 0.0606 mmol, example 58), 2.4-difluorophenylboronic acid (11 mg, 0.0727 mmol) and Na2CO3 (17 mg, 0.1635 mmol) in DMF (1.5 ml) and water (81.8 ul) for 15 min. Then [1,1′-bis(diphenyl-phosphino)ferrocene]palladium(II) chloride 1:1 complex with DCM (5 mg, 0.00606 mmol) was added and the orange mixture was heated to 8... Reactants: CC=1SC=CC1 (2-methylthiophene), [Li]CCCC (n-BuLi), CC1(CCC(C2=CC(=CC=C12)Br)=O)C (3,4-dihydro-4,4-dimethyl-7-bromo-1(2H)-naphthalenone), CC1(CCC(C2=CC(=CC=C12)Br)=O)C (3,4-dihydro-4,4-dimethyl-7-bromo-1(2H)-naphthalenone). Run in C1CCOC1 (THF), CCOCC.C(C)OC(C)=O (ether ethylacetate), C1CCOC1 (THF). Conditions: temperature 0 celsius, time 1.5 hour. The product is CC1=CC=C(S1)C1=CCC(C2=CC=C(C=C12)Br)(C)C (1-(5-Methyl-thien-2-yl) 3,4-dihydro-4,4-dimethyl-7-bromo-naphthalene). The yield is 62.3%. RXN SMILES: [CH3:1][C:2]1[S:3][CH:4]=[CH:5][CH:6]=1.[Li]CCCC.[CH3:12][C:13]1([CH3:25])[C:22]2[C:17](=[CH:18][C:19]([Br:23])=[CH:20][CH:21]=2)[C:16](=O)[CH2:15][CH2:14]1>C1COCC1.CCOCC.C(OC(=O)C)C>[CH3:1][C:2]1[S:3][C:4]([C:16]2[C:17]3[C:22](=[CH:21][CH:20]=[C:19]([Br:23])[CH:18]=3)[C:13]([CH3:25])([CH3:12])[CH2:14][CH:15]=2)=[CH:5][CH:6]=1 |f:4.5|. Procedure: To a cold (-78° C.) solution of 2-methylthiophene (800 mg, 8.1 mmol) in THF (10 mL) was added n-BuLi (1.6M solution in hexane, 5 mL). The mixture was stirred for 1.5 hours and transferred to a cold (-78° C.) flask containing 3,4-dihydro-4,4-dimethyl-7-bromo-1(2H)-naphthalenone (Compound A, 1.63 g, 6.5 mmol), in THF (15 mL). The mixture was gradually warmed to 0° C. The reaction mixture was diluted with ether:ethylacetate (1:1, 80 mL), washed with water (10 mL), brine (10 mL), dried with MgSO4 an... The reactants are ClC1=C(C(=O)Cl)C=CC=C1[N+](=O)[O-] (2-chloro-3-nitrobenzoyl chloride), O.NC1=NN=NN1 (5-aminotetrazole monohydrate). Solvent: O1CCCC1 (tetrahydrofuran), O1CCCC1 (tetrahydrofuran), O (water), O (water). Reaction conditions: time 1 hour. Product: ClC1=C(C(=O)NC2=NN=NN2)C=CC=C1[N+](=O)[O-] (2-chloro-3-nitro-N-(1H-tetrazol-5-yl)-benzamide). RXN SMILES: [Cl:1][C:2]1[C:10]([N+:11]([O-:13])=[O:12])=[CH:9][CH:8]=[CH:7][C:3]=1[C:4](Cl)=[O:5].O.[NH2:15][C:16]1[NH:20][N:19]=[N:18][N:17]=1>O1CCCC1.O>[Cl:1][C:2]1[C:10]([N+:11]([O-:13])=[O:12])=[CH:9][CH:8]=[CH:7][C:3]=1[C:4]([NH:15][C:16]1[NH:20][N:19]=[N:18][N:17]=1)=[O:5] |f:1.2|. Procedure: Similarly, a solution of 109 g of 2-chloro-3-nitrobenzoyl chloride in 100 ml of tetrahydrofuran was reacted with a mixture of 103 g of 5-aminotetrazole monohydrate in 1200 ml of hot tetrahydrofuran and 50 ml of water. A voluminous precipitate appeared and, after 1 hour, the mixture was diluted with 2 liters of water and the resulting white solid was collected and oven-dried to give 2-chloro-3-nitro-N-(1H-tetrazol-5-yl)-benzamide melting at about 279° C. with decomposition. In this case, the indi... The reactants are CCC(=O)CC, CN(C)N. The product is CCC(CC)=NN(C)C. As a reaction SMILES: [CH2:5]([CH3:6])[C:7](=[O:8])[CH2:9][CH3:10].[CH3:1][N:2]([NH2:3])[CH3:4]>>[CH3:1][N:2]([N:3]=[C:7]([CH2:5][CH3:6])[CH2:9][CH3:10])[CH3:4]. Reactants: FC(C1=CC=C2CCNCC2=C1)(F)F (7-trifluoromethyl-tetrahydroisoquinoline), FC1=CC=C(C=C1)S(=O)(=O)N(C=1SC=CN1)S(=O)(=O)C1=CC=C(C=C1)N1C([C@@H](CC1)O)=O ((R)-4-fluoro-N-(4-(3-hydroxy-2-oxopyrrolidin-1-yl)phenylsulfonyl)-N-(thiazol-2-yl)benzenesulfonamide), CCN(C(C)C)C(C)C (DIEA), S(=O)(=O)(C(F)(F)F)OS(=O)(=O)C(F)(F)F (triflic anhydride), N1CCOCC1 (Morpholine). Run in C(Cl)Cl (DCM), C(Cl)Cl (DCM), C(Cl)Cl (DCM). Reaction conditions: temperature -25 celsius, time 90 minute. Yields the product O=C1N(CC[C@@H]1N1CC2=CC(=CC=C2CC1)C(F)(F)F)C1=CC=C(C=C1)S(=O)(=O)NC=1SC=CN1 ((S)-4-(2-oxo-3-(7-(trifluoromethyl)-3,4-dihydroisoquinolin-2(1H)-yl)pyrrolidin-1-yl)-N-(thiazol-2-yl)benzenesulfonamide). As a reaction SMILES: FC1C=CC(S([N:11]([S:17]([C:20]2[CH:25]=[CH:24][C:23]([N:26]3[CH2:30][CH2:29][C@@H:28](O)[C:27]3=[O:32])=[CH:22][CH:21]=2)(=[O:19])=[O:18])[C:12]2[S:13][CH:14]=[CH:15][N:16]=2)(=O)=O)=CC=1.CCN(C(C)C)C(C)C.S(OS(C(F)(F)F)(=O)=O)(C(F)(F)F)(=O)=O.[F:57][C:58]([F:70])([F:69])[C:59]1[CH:68]=[C:67]2[C:62]([CH2:63][CH2:64][NH:65][CH2:66]2)=[CH:61][CH:60]=1.N1CCOCC1>C(Cl)Cl>[O:32]=[C:27]1[C@@H:28]([N:65]2[CH2:64][CH2:63][C:62]3[C:67](=[CH:68][C:59]([C:58]([F:57])([F:70])[F:69])=[CH:60][CH:61]=3)[CH2:66]2)[CH2:29][CH2:30][N:26]1[C:23]1[CH:24]=[CH:25][C:20]([S:17]([NH:11][C:12]2[S:13][CH:14]=[CH:15][N:16]=2)(=[O:19])=[O:18])=[CH:21][CH:22]=1. Reported procedure: A solution of (R)-4-fluoro-N-(4-(3-hydroxy-2-oxopyrrolidin-1-yl)phenylsulfonyl)-N-(thiazol-2-yl)benzenesulfonamide (12.4 g, 24.9 mmol) in DCM (80 mL) was stirred under nitrogen at −25° C. To the reaction mixture was added DIEA (9.6 g, 13 mL, 74.6 mmol) followed by dropwise addition of triflic anhydride (10.5 g, 6.30 mL, 37.3 mmol). The reaction mixture was stirred at −25° C. for 90 minutes. A solution of 7-trifluoromethyl-tetrahydroisoquinoline (5.0 g, 24.9 mmol) in DCM (10 mL) was added to the ...